This data is from the Open Reaction Database (ORD), a public repository of structured organic reaction records. The task is: describe an organic reaction: reactants, conditions, products, and yield The reactants are C1CCOC1, COC(=O)CC1c2ccccc2N=C(N2CCCCC2)N1c1ccccc1, [Li+], [OH-], O, O. The product is O=C(O)C1c2ccccc2N=C(N2CCCCC2)N1c1ccccc1. As a reaction SMILES: [CH2:31]1[O:32][CH2:33][CH2:34][CH2:35]1.[CH3:1][O:2][C:3](=[O:4])[CH2:5][CH:6]1[N:7]([c:22]2[cH:23][cH:24][cH:25][cH:26][cH:27]2)[C:8]([N:16]2[CH2:17][CH2:18][CH2:19][CH2:20][CH2:21]2)=[N:9][c:10]2[cH:11][cH:12][cH:13][cH:14][c:15]21.[Li+:29].[OH-:30].[OH2:28].[OH2:36]>>[C:5]([CH:6]1[N:7]([c:22]2[cH:23][cH:24][cH:25][cH:26][cH:27]2)[C:8]([N:16]2[CH2:17][CH2:18][CH2:19][CH2:20][CH2:21]2)=[N:9][c:10]2[cH:11][cH:12][cH:13][cH:14][c:15]21)(=[O:28])[OH:30].